Dataset: the Open Reaction Database (ORD), a public repository of structured organic reaction records. Task: describe an organic reaction: reactants, conditions, products, and yield The product is CC(Nc1cc(C(F)(F)F)cc(C(F)(F)F)c1)C(=O)O. Starting materials: CC(C)COC(=O)C(C)Nc1cc(C(F)(F)F)cc(C(F)(F)F)c1, Nc1cc(C(F)(F)F)cc(C(F)(F)F)c1. As a reaction SMILES: [CH2:16]([CH:17]([CH3:18])[CH3:19])[O:20][C:21]([CH:22]([NH:23][c:24]1[cH:25][c:26]([C:34]([F:35])([F:36])[F:37])[cH:27][c:28]([C:30]([F:31])([F:32])[F:33])[cH:29]1)[CH3:38])=[O:39].[F:1][C:2]([F:3])([F:4])[c:5]1[cH:6][c:7]([NH2:15])[cH:8][c:9]([C:10]([F:11])([F:12])[F:13])[cH:14]1>>[O:20]=[C:21]([CH:22]([NH:23][c:24]1[cH:25][c:26]([C:34]([F:35])([F:36])[F:37])[cH:27][c:28]([C:30]([F:31])([F:32])[F:33])[cH:29]1)[CH3:38])[OH:39]. The reactants are ClC(Cl)(Cl)Cl, [Na+], [OH-], Oc1ccc(C2CCOCC2)cc1, O=S(=O)(Cl)Cl. Yields the product Oc1ccc(C2CCOCC2)cc1Cl. Reaction SMILES: [C:19]([Cl:20])([Cl:21])([Cl:22])[Cl:23].[Na+:25].[OH-:24].[OH:6][c:7]1[cH:8][cH:9][c:10]([CH:13]2[CH2:14][CH2:15][O:16][CH2:17][CH2:18]2)[cH:11][cH:12]1.[S:1]([Cl:2])([Cl:3])(=[O:4])=[O:5]>>[OH:6][c:7]1[c:8]([Cl:20])[cH:9][c:10]([CH:13]2[CH2:14][CH2:15][O:16][CH2:17][CH2:18]2)[cH:11][cH:12]1. The reactants are ClC1=NC=2N(C(NC(C2N1CC=C)=O)=O)CC(F)(F)F (8-chloro-7-(2-propen-1-yl)-3-(2,2,2-trifluoroethyl)-3,7-dihydro-1H-purine-2,6-dione), C([O-])([O-])=O.[Cs+].[Cs+] (caesium carbonate), N1CCOCC1 (morpholine), ICC (1-iodoethane). Reagents/catalysts: C=1C=CC(=CC1)[P](C=2C=CC=CC2)(C=3C=CC=CC3)[Pd]([P](C=4C=CC=CC4)(C=5C=CC=CC5)C=6C=CC=CC6)([P](C=7C=CC=CC7)(C=8C=CC=CC8)C=9C=CC=CC9)[P](C=1C=CC=CC1)(C=1C=CC=CC1)C=1C=CC=CC1 (palladium tetrakis). Run in CN(C)C=O (DMF). Reaction conditions: temperature 80 celsius, time 16 hour. Yields the product ClC1=NC=2N(C(N(C(C2N1)=O)CC)=O)CC(F)(F)F (8-chloro-1-ethyl-3-(2,2,2-trifluoroethyl)-3,7-dihydro-1H-purine-2,6-dione). Reaction SMILES: [Cl:1][C:2]1[N:10](CC=C)[C:9]2[C:8](=[O:14])[NH:7][C:6](=[O:15])[N:5]([CH2:16][C:17]([F:20])([F:19])[F:18])[C:4]=2[N:3]=1.C(=O)([O-])[O-].[Cs+].[Cs+].I[CH2:28][CH3:29].N1CCOCC1>CN(C=O)C.C1C=CC([P]([Pd]([P](C2C=CC=CC=2)(C2C=CC=CC=2)C2C=CC=CC=2)([P](C2C=CC=CC=2)(C2C=CC=CC=2)C2C=CC=CC=2)[P](C2C=CC=CC=2)(C2C=CC=CC=2)C2C=CC=CC=2)(C2C=CC=CC=2)C2C=CC=CC=2)=CC=1>[Cl:1][C:2]1[NH:10][C:9]2[C:8](=[O:14])[N:7]([CH2:28][CH3:29])[C:6](=[O:15])[N:5]([CH2:16][C:17]([F:18])([F:19])[F:20])[C:4]=2[N:3]=1 |f:1.2.3,^1:44,46,65,84|. Procedure: To a solution of 8-chloro-7-(2-propen-1-yl)-3-(2,2,2-trifluoroethyl)-3,7-dihydro-1H-purine-2,6-dione (0.070 g, 0.23 mmol) in anhydrous DMF (2 ml) was added caesium carbonate (0.085 g, 0.26 mmol) followed by 1-iodoethane (0.061 g, 0.39 mmol). The mixture was heated for 5 h at 80° C. then stirred for 16 h at ambient temperature under an atmosphere of nitrogen. The solvent was removed under reduced pressure using a vacuum centrifuge and the residue dissolved in anhydrous THF (2.5 ml). To the mixtur... Starting materials: C[Si](C)(C)C#CC=1C=C2CCC3C(C2=CC1)C3C(=O)OCC (Ethyl 5-[(trimethylsilyl)ethynyl]-1a,2,3,7b-tetrahydro-1H-cyclopropa[a]naphthalene-1-carboxylate), [OH-].[Na+] (sodium hydroxide). The solvent is CO (methanol), O (water). Conditions: temperature 65 celsius. The product is C(#C)C=1C=C2CCC3C(C2=CC1)C3C(=O)O (5-Ethynyl-1a,2,3,7b-tetrahydro-1H-cyclopropa[a]naphthalene-1-carboxylic acid). The yield is 88.3%. Reaction SMILES: C[Si]([C:5]#[C:6][C:7]1[CH:8]=[C:9]2[C:14](=[CH:15][CH:16]=1)[CH:13]1[CH:17]([C:18]([O:20]CC)=[O:19])[CH:12]1[CH2:11][CH2:10]2)(C)C.[OH-].[Na+]>CO.O>[C:6]([C:7]1[CH:8]=[C:9]2[C:14](=[CH:15][CH:16]=1)[CH:13]1[CH:17]([C:18]([OH:20])=[O:19])[CH:12]1[CH2:11][CH2:10]2)#[CH:5] |f:1.2|. Procedure: Ethyl 5-[(trimethylsilyl)ethynyl]-1a,2,3,7b-tetrahydro-1H-cyclopropa[a]naphthalene-1-carboxylate (0.2 g, 0.64 mmol) was dissolved in 4 ml of methanol and the solution of sodium hydroxide (0.05 g, 1.2 mmol) in 2 ml of water was added to the reaction mixture and stirred at heating at 65° C. for 6 h. The extraction of basic reaction mixture into hexane showed that no starting material present. The reaction mixture was acidified with excess of 3M HCl solution (pH=1), and extracted into ethylacetate ... The reactants are C(#N)C(CCC1=NC=CC=C1)(C1=CC=CC=C1)C1=CC=CC=C1 (2-(3-cyano-3,3-diphenylpropyl)pyridine), [OH-].[Na+] (sodium hydroxide). The solvent is S(O)(O)(=O)=O (sulphuric acid). The product is C(N)(=O)C(CCC1=NC=CC=C1)(C1=CC=CC=C1)C1=CC=CC=C1 (2-(3-Carbamoyl-3,3-diphenylpropyl)pyridine). The yield is 85.0%. RXN SMILES: [C:1]([C:3]([C:18]1[CH:23]=[CH:22][CH:21]=[CH:20][CH:19]=1)([C:12]1[CH:17]=[CH:16][CH:15]=[CH:14][CH:13]=1)[CH2:4][CH2:5][C:6]1[CH:11]=[CH:10][CH:9]=[CH:8][N:7]=1)#[N:2].[OH-:24].[Na+]>S(=O)(=O)(O)O>[C:1]([C:3]([C:18]1[CH:23]=[CH:22][CH:21]=[CH:20][CH:19]=1)([C:12]1[CH:13]=[CH:14][CH:15]=[CH:16][CH:17]=1)[CH2:4][CH2:5][C:6]1[CH:11]=[CH:10][CH:9]=[CH:8][N:7]=1)(=[O:24])[NH2:2] |f:1.2|. Procedure details: A solution of 2-(3-cyano-3,3-diphenylpropyl)pyridine (5.0 g, 16.8 mmol) (prepared as described in U.S. Pat. No. 2,649,455) in 90% sulphuric acid (10 ml) was heated at 95° C. for 3.5 hours, allowed to cool to room temperature, poured onto ice and basified with 5M aqueous sodium hydroxide solution. The resulting precipitate was collected, washed with water, dried and recrystallised from 2-propanol to give the title compound (4.5 g, 85%) as colourless crystals, m.p. 145°-146° C. Reactants: C(C)C(CNC1=C(C(=O)OCC)C=CC=N1)CC (ethyl 2-[(2-ethylbutyl)amino]nicotinate), O=C(OC(Cl)(Cl)Cl)Cl (diphosgene). Solvent: ClCCCl (1,2-dichloroethane), O1CCOCC1 (1,4 dioxane). The product is C(C)C(CN1C(OC(C2=C1N=CC=C2)=O)=O)CC (1-(2-ethylbutyl)-2H-pyrido[2,3-d][1,3]oxazine-2,4(1H)-dione). The yield is 35.7%. As a reaction SMILES: [CH2:1]([CH:3]([CH2:17][CH3:18])[CH2:4][NH:5][C:6]1[N:16]=[CH:15][CH:14]=[CH:13][C:7]=1[C:8]([O:10][CH2:11]C)=[O:9])[CH3:2].[O:19]=C(Cl)OC(Cl)(Cl)Cl>ClCCCl.O1CCOCC1>[CH2:1]([CH:3]([CH2:17][CH3:18])[CH2:4][N:5]1[C:6]2[N:16]=[CH:15][CH:14]=[CH:13][C:7]=2[C:8](=[O:9])[O:10][C:11]1=[O:19])[CH3:2]. Procedure details: The product of Example 3A (0.664 g, 2.65 mmol) and diphosgene (1.57 g, 7.96 mmol) in 13 mL of 1,2-dichloroethane and 1.3 mL of 1,4 dioxane were reacted at 80° C. for 16 hours. The reaction was concentrated under vacuum and the residue was purified by flash column chromatography on silica gel eluting with hexane/ethyl acetate (9:1) to provide the title compound (0.235 g, 36%). 1H NMR (300 MHz, CDCl3) δ 0.95 (m, 6H), 1.40 (m, 4H), 1.52 (m, 2H), 4.21 (m, 1H), 7.25 (m, 1H), 8.41 (dd, J=7.72, 1.84 Hz...